Dataset: the Open Reaction Database (ORD), a public repository of structured organic reaction records. Task: describe an organic reaction: reactants, conditions, products, and yield Reactants: COCCOCCOCCOCCOCCOCCOCCOCCNC(=O)[C@H]1N(CCC1)CCN(C(C1=CC(C(=O)NC2=C(C=C(C=C2)N2CCCCC2)C2=NC=CC(=C2)C(N[C@H]2CCCC3=CC=CC=C23)=O)=CC=C1)=O)C (N1-(2-((S)-2-(2,5,8,11,14,17,20,23-octaoxapentacosan-25-ylcarbamoyl)pyrrolidin-1-yl)ethyl)-N1-methyl-N3-(4-(piperidin-1-yl)-2-(4-(((S)-1,2,3,4-tetrahydronaphthalen-1-yl)carbamoyl)pyridin-2-yl)phenyl)isophthalamide), C(C)N(C1=CC(=C(C=C1)NC(C1=CC(C(=O)N(CC=O)C)=CC=C1)=O)C1=NC=CC(=C1)C(N[C@H]1CCCC2=CC=CC=C12)=O)CC ((S) —N1-(4-(diethylamino)-2-(4-((1,2,3,4-tetrahydronaphthalen-1-yl)carbamoyl)pyridin-2-yl)phenyl)-N3-methyl-N3-(2-oxoethyl)isophthalamide), C(C1=CC(C(=O)N)=CC=C1)(=O)N (isophthalamide). The product is COCCOCCOCCOCCOCCOCCOCCOCCNC(=O)[C@H]1N(CCC1)CCN(C(C1=CC(C(=O)NC2=C(C=C(C=C2)N(CC)CC)C2=NC=CC(=C2)C(N[C@H]2CCCC3=CC=CC=C23)=O)=CC=C1)=O)C (N1-(2-((S)-2-(2,5,8,11,14,17,20,23-octaoxapentacosan-25-ylcarbamoyl)pyrrolidin-1-yl)ethyl)-N3-(4-(diethylamino)-2-(4-(((S)-1,2,3,4-tetrahydronaphthalen-1-yl)carbamoyl)pyridin-2-yl)phenyl)-N1-methylisophthalamide). RXN SMILES: [CH3:1][O:2][CH2:3][CH2:4][O:5][CH2:6][CH2:7][O:8][CH2:9][CH2:10][O:11][CH2:12][CH2:13][O:14][CH2:15][CH2:16][O:17][CH2:18][CH2:19][O:20][CH2:21][CH2:22][O:23][CH2:24][CH2:25][NH:26][C:27]([C@@H:29]1[CH2:33][CH2:32][CH2:31][N:30]1[CH2:34][CH2:35][N:36]([CH3:79])[C:37](=[O:78])[C:38]1[CH:77]=[CH:76][CH:75]=[C:40]([C:41]([NH:43][C:44]2[CH:49]=[CH:48][C:47]([N:50]3[CH2:55][CH2:54]C[CH2:52][CH2:51]3)=[CH:46][C:45]=2[C:56]2[CH:61]=[C:60]([C:62](=[O:74])[NH:63][C@@H:64]3[C:73]4[C:68](=[CH:69][CH:70]=[CH:71][CH:72]=4)[CH2:67][CH2:66][CH2:65]3)[CH:59]=[CH:58][N:57]=2)=[O:42])[CH:39]=1)=[O:28].C(N(CC)C1C=CC(NC(=O)C2C=CC=C(C(N(C)CC=O)=O)C=2)=C(C2C=C(C(=O)N[C@@H]3C4C(=CC=CC=4)CCC3)C=CN=2)C=1)C.C(N)(=O)C1C=CC=C(C(N)=O)C=1>>[CH3:1][O:2][CH2:3][CH2:4][O:5][CH2:6][CH2:7][O:8][CH2:9][CH2:10][O:11][CH2:12][CH2:13][O:14][CH2:15][CH2:16][O:17][CH2:18][CH2:19][O:20][CH2:21][CH2:22][O:23][CH2:24][CH2:25][NH:26][C:27]([C@@H:29]1[CH2:33][CH2:32][CH2:31][N:30]1[CH2:34][CH2:35][N:36]([CH3:79])[C:37](=[O:78])[C:38]1[CH:77]=[CH:76][CH:75]=[C:40]([C:41]([NH:43][C:44]2[CH:49]=[CH:48][C:47]([N:50]([CH2:55][CH3:54])[CH2:51][CH3:52])=[CH:46][C:45]=2[C:56]2[CH:61]=[C:60]([C:62](=[O:74])[NH:63][C@@H:64]3[C:73]4[C:68](=[CH:69][CH:70]=[CH:71][CH:72]=4)[CH2:67][CH2:66][CH2:65]3)[CH:59]=[CH:58][N:57]=2)=[O:42])[CH:39]=1)=[O:28]. Reported procedure: This compound was prepared according to the procedure described for the synthesis of N1-(2-((S)-2-(2,5,8,11,14,17,20,23-octaoxapentacosan-25-ylcarbamoyl)pyrrolidin-1-yl)ethyl)-N1-methyl-N3-(4-(piperidin-1-yl)-2-(4-(((S)-1,2,3,4-tetrahydronaphthalen-1-yl)carbamoyl)pyridin-2-yl)phenyl)isophthalamide Example 195, using (S) —N1-(4-(diethylamino)-2-(4-((1,2,3,4-tetrahydronaphthalen-1-yl)carbamoyl)pyridin-2-yl)phenyl)-N3-methyl-N3-(2-oxoethyl)isophthalamide in place of (S)—N1-methyl-N1-(2-oxoethyl)-N3...